From a dataset of the Open Reaction Database (ORD), a public repository of structured organic reaction records. describe an organic reaction: reactants, conditions, products, and yield Reactants: CC(C)(CCN1CCCC1)N (2-methyl-4-(pyrrolidin-1-yl)butan-2-amine), C(=O)(OCC1=CC=CC=C1)ON1C(=O)CCC1=O (CbzOSu). Solvent: C1CCOC1 (THF). Reaction conditions: time 16 hour. The product is CC(C)(CCN1CCCC1)NC(OCC1=CC=CC=C1)=O (Benzyl 2-methyl-4-(pyrrolidin-1-yl)butan-2-ylcarbamate). The yield is 62.6%. As a reaction SMILES: [CH3:1][C:2]([NH2:11])([CH2:4][CH2:5][N:6]1[CH2:10][CH2:9][CH2:8][CH2:7]1)[CH3:3].[C:12](ON1C(=O)CCC1=O)([O:14][CH2:15][C:16]1[CH:21]=[CH:20][CH:19]=[CH:18][CH:17]=1)=[O:13]>C1COCC1>[CH3:3][C:2]([NH:11][C:12](=[O:13])[O:14][CH2:15][C:16]1[CH:21]=[CH:20][CH:19]=[CH:18][CH:17]=1)([CH2:4][CH2:5][N:6]1[CH2:7][CH2:8][CH2:9][CH2:10]1)[CH3:1]. Procedure details: Crude 2-methyl-4-(pyrrolidin-1-yl)butan-2-amine (5.70 g, 31.7 mmol) was dissolved into THF (200 mL). To this solution was added CbzOSu (7.92 g, 1 equiv, 31.7 mmol) in one portion. The reaction was left to stir at room temperature for 16 h. The solvent was removed and the residue was taken up in a mixture of ethyl acetate (150 mL) and water (50 mL). The layers were separated and the organic layer washed with 1 M sodium carbonate (2×50 mL), 1 M HCl (50 mL) and brine (50 mL). The organic layer was ... Yields the product CC=1C(=NC=NC1C)NC1=CC=C(C=C1)C(F)(F)F (5,6-Dimethyl-4-(4-trifluoromethylanilino)pyrimidine). As a reaction SMILES: Cl[C:2]1[C:7]([CH3:8])=[C:6]([CH3:9])[N:5]=[CH:4][N:3]=1.[NH2:10][C:11]1[CH:16]=[CH:15][C:14]([C:17]([F:20])([F:19])[F:18])=[CH:13][CH:12]=1>>[CH3:8][C:7]1[C:2]([NH:10][C:11]2[CH:16]=[CH:15][C:14]([C:17]([F:18])([F:19])[F:20])=[CH:13][CH:12]=2)=[N:3][CH:4]=[N:5][C:6]=1[CH3:9]. Reactants: ClC1=NC=NC(=C1C)C (4-chloro-5,6-dimethylpyrimidine), NC1=CC=C(C=C1)C(F)(F)F (p-aminobenzotrifluoride). The yield is 15.0%. Procedure: To 4.3 g (0.03 mole) of 4-chloro-5,6-dimethylpyrimidine were added 4.8 g (0.03 mole) of p-aminobenzotrifluoride; the mixture was then heated at 100°-150° C. for about 3 minutes. The reaction mixture quickly became a solution and soon produced a precipitate which was separated and then made alkaline by the addition of 50 ml of a dilute aqueous solution of sodium hydroxide. The insolubles were collected by filtration, washed with water and then recrystallised from a 7:3 by volumemixture of ethanol... Starting materials: O=C([O-])O, CCO, O=[N+]([O-])c1cnccc1Cl, NCCCO, [Na+]. RXN SMILES: [C:16](=[O:17])([O-:18])[OH:19].[CH3:21][CH2:22][OH:23].[Cl:6][c:7]1[c:8]([N+:13](=[O:14])[O-:15])[cH:9][n:10][cH:11][cH:12]1.[NH2:1][CH2:2][CH2:3][CH2:4][OH:5].[Na+:20]>>[NH:1]([CH2:2][CH2:3][CH2:4][OH:5])[c:7]1[c:8]([N+:13](=[O:14])[O-:15])[cH:9][n:10][cH:11][cH:12]1. The product is O=[N+]([O-])c1cnccc1NCCCO. The reactants are O[C@H](COC1=CC=CC=2NC3=CC=CC=C3C12)CN(CC(C)C)C1=CC=C(C=C1)OCCC(CC)C#N ((S)-4-[2-Hydroxy-3-([4-(3-cyanopentoxy)phenyl]-2-methylpropylamino)propoxy]carbazole), C([O-])([O-])=O.[K+].[K+] (potassium carbonate), OO (hydrogen peroxide). The solvent is CS(=O)C (DMSO). Run at temperature 0 celsius, time 48 hour. Yields the product O[C@H](COC1=CC=CC=2NC3=CC=CC=C3C12)CN(CC(C)C)C1=CC=C(C=C1)OCCC(CC)C(N)=O ((S)-4-[2-Hydroxy-3-([4-(3-carbamoylpentoxy)phenyl]-2-methylpropylamino)propoxy]carbazole). Yield: 67.6%. RXN SMILES: [OH:1][C@@H:2]([CH2:18][N:19]([C:24]1[CH:29]=[CH:28][C:27]([O:30][CH2:31][CH2:32][CH:33]([C:36]#[N:37])[CH2:34][CH3:35])=[CH:26][CH:25]=1)[CH2:20][CH:21]([CH3:23])[CH3:22])[CH2:3][O:4][C:5]1[C:17]2[C:16]3[C:11](=[CH:12][CH:13]=[CH:14][CH:15]=3)[NH:10][C:9]=2[CH:8]=[CH:7][CH:6]=1.C(=O)([O-])[O-:39].[K+].[K+].OO>CS(C)=O>[OH:1][C@@H:2]([CH2:18][N:19]([C:24]1[CH:25]=[CH:26][C:27]([O:30][CH2:31][CH2:32][CH:33]([C:36](=[O:39])[NH2:37])[CH2:34][CH3:35])=[CH:28][CH:29]=1)[CH2:20][CH:21]([CH3:23])[CH3:22])[CH2:3][O:4][C:5]1[C:17]2[C:16]3[C:11](=[CH:12][CH:13]=[CH:14][CH:15]=3)[NH:10][C:9]=2[CH:8]=[CH:7][CH:6]=1 |f:1.2.3|. Procedure: The nitrile prepared in example 108 (0.40 g, 0.80 mmol) and potassium carbonate (0.24 g, 1.70 mmol) were slurried in DMSO (5 mL) and cooled to 0° C. in an ice bath. Aqueous hydrogen peroxide (30%, 1.0 mL) was added slowly, and the reaction stirred at room temperature for 48 hours. The reaction was quenched by pouring into water, and extracting the aqueous layer with ethyl acetate. The combined organic layers were dried (MgSO4), and concentrated in vacuo to a light tan oil. The material was purif...